This data is from the Open Reaction Database (ORD), a public repository of structured organic reaction records. The task is: describe an organic reaction: reactants, conditions, products, and yield The reactants are COC(=O)Cl, CCN(C(C)C)C(C)C, COC(=O)C1CCNC(COC2CCCCC2)C1, [Cl-], ClCCl, [NH4+]. The product is COC(=O)C1CCN(C(=O)OC)C(COC2CCCCC2)C1. RXN SMILES: [C:28]([O:29][CH3:30])(=[O:31])[Cl:32].[CH:19]([N:20]([CH2:21][CH3:22])[CH:23]([CH3:24])[CH3:25])([CH3:26])[CH3:27].[CH:1]1([O:7][CH2:8][CH:9]2[NH:10][CH2:11][CH2:12][CH:13]([C:15](=[O:16])[O:17][CH3:18])[CH2:14]2)[CH2:2][CH2:3][CH2:4][CH2:5][CH2:6]1.[Cl-:33].[Cl:35][CH2:36][Cl:37].[NH4+:34]>>[CH:1]1([O:7][CH2:8][CH:9]2[N:10]([C:28]([O:29][CH3:30])=[O:31])[CH2:11][CH2:12][CH:13]([C:15](=[O:16])[O:17][CH3:18])[CH2:14]2)[CH2:2][CH2:3][CH2:4][CH2:5][CH2:6]1.